Dataset: the Open Reaction Database (ORD), a public repository of structured organic reaction records. Task: describe an organic reaction: reactants, conditions, products, and yield Reactants: C12OCCC(CC1)C2 (2-oxabicyclo[3.2.1]octane), CC1=CCC(C1)(C(=O)OCC)C(=O)OCC (diethyl 1-methylcyclopent-1-ene-4,4-dicarboxylate). Yields the product CC1=CCC(C1)C(=O)O (methylcyclopent-1-ene-4-carboxylic acid). RXN SMILES: C12CC(CC1)CCO2.[CH3:9][C:10]1[CH2:14][C:13](C(OCC)=O)([C:15]([O:17]CC)=[O:16])[CH2:12][CH:11]=1>>[CH3:9][C:10]1[CH2:14][CH:13]([C:15]([OH:17])=[O:16])[CH2:12][CH:11]=1. Procedure details: When m is 1, n is 2 and p is 1, the ring system is a 2-oxabicyclo[3.2.1]octane, another subclass of this invention. For example, compound XIIp ##STR27## in which R2, R5 and R6 are methyl, can be prepared by saponification and decarboxylation of diethyl 1-methylcyclopent-1-ene-4,4-dicarboxylate, prepared by the procedure of E. E. Schweiger and G. J. O'Neill, J. Org. Chem., 30, 2082 (1965), to provide 1 methylcyclopent-1-ene-4-carboxylic acid. The resulting carboxylic acid is homologated in the ma... Reactants: NC1=C(C(=O)N(CC)CC)C=C(C=C1)C=1C=NN(C1)CCCO (2-amino-N,N-diethyl-5-[1-(3-hydroxypropyl)-1H-pyrazol-4-yl]benzamide), NC1=C(C(=O)N(CC)CC)C=C(C=C1)Br (2-amino-5-bromo-N,N-diethylbenzamide), NC1=CC=C(C(=C1C(=O)NC)OC)Br (6-amino-3-bromo-2-methoxy-N-methylbenzamide), NC1=C(C(=O)N(CC)CC)C=C(C=C1)Br (2-amino-5-bromo-N,N-diethylbenzamide). Product: NC1=CC=C(C(=C1C(=O)NC)OC)C=1C=NN(C1)CCCO (6-Amino-3-[1-(3-hydroxypropyl)-1H-pyrazol-4-yl]-2-methoxy-N-methyl benzamide). As a reaction SMILES: [NH2:1][C:2]1[CH:14]=[CH:13][C:12]([C:15]2[CH:16]=[N:17][N:18]([CH2:20][CH2:21][CH2:22][OH:23])[CH:19]=2)=[CH:11][C:3]=1[C:4]([N:6]([CH2:9]C)CC)=[O:5].NC1C([C:31](NC)=[O:32])=C(OC)C(Br)=CC=1.NC1C=CC(Br)=CC=1C(N(CC)CC)=O>>[NH2:1][C:2]1[C:3]([C:4]([NH:6][CH3:9])=[O:5])=[C:11]([O:32][CH3:31])[C:12]([C:15]2[CH:16]=[N:17][N:18]([CH2:20][CH2:21][CH2:22][OH:23])[CH:19]=2)=[CH:13][CH:14]=1. Procedure details: Prepared analogously to Compound 3C substituting 6-amino-3-bromo-2-methoxy-N-methylbenzamide (Compound 30D) for 2-amino-5-bromo-N,N-diethylbenzamide (Compound 3D). MS (ESI): m/z=305.23 [M+H]+. HPLC: tR=2.48 min (ZQ3: polar—5 min). Reactants: OC1=CC=C(C=C1)C1(CCOCC1)C#N (4-(4-Hydroxy-phenyl)-tetrahydro-pyran-4-carbonitrile), CC(CO)(CN1CCCC1)C (2,2-dimethyl-3-pyrrolidin-1-yl-propan-1-ol), C1=CC=C(C=C1)P(C2=CC=CC=C2)C3=CC=CC=C3 (PPh3), CC(C)OC(=O)/N=N/C(=O)OC(C)C (DIAD), crude material. The solvent is C1CCOC1 (THF), C(Cl)Cl.CO (DCM MeOH), TBME heptanes. Product: CC(COC1=CC=C(C=C1)C1(CCOCC1)C#N)(CN1CCCC1)C (4-[4-(2,2-Dimethyl-3-pyrrolidin-1-ylpropoxy)phenyl]tetrahydro-pyran-4-carbonitrile). The yield is 6.9%. Reaction SMILES: [OH:1][C:2]1[CH:7]=[CH:6][C:5]([C:8]2([C:14]#[N:15])[CH2:13][CH2:12][O:11][CH2:10][CH2:9]2)=[CH:4][CH:3]=1.[CH3:16][C:17]([CH3:26])([CH2:20][N:21]1[CH2:25][CH2:24][CH2:23][CH2:22]1)[CH2:18]O.C1C=CC(P(C2C=CC=CC=2)C2C=CC=CC=2)=CC=1.CC(OC(/N=N/C(OC(C)C)=O)=O)C>C(Cl)Cl.CO.C1COCC1>[CH3:16][C:17]([CH3:26])([CH2:20][N:21]1[CH2:25][CH2:24][CH2:23][CH2:22]1)[CH2:18][O:1][C:2]1[CH:7]=[CH:6][C:5]([C:8]2([C:14]#[N:15])[CH2:13][CH2:12][O:11][CH2:10][CH2:9]2)=[CH:4][CH:3]=1 |f:4.5|. Procedure details: 4-(4-Hydroxy-phenyl)-tetrahydro-pyran-4-carbonitrile (1.29 g, 6.4 mmol), 2,2-dimethyl-3-pyrrolidin-1-yl-propan-1-ol (0.8 g, 5.1 mmol), PPh3 (1.67 g, 6.4 mmol), THF (16 ml) and DIAD (1.25 ml, 6.4 mmol) were reacted together according to general procedure H. The crude material was subjected to chromatography on silica eluting with DCM:MeOH (98:2). The resulting solid was slurried in TBME:heptanes (1:2, 1 ml) to provide the title compound (120 mg, 5%) as a white solid. 1H NMR (400 MHz, CDCl3), δ 7.... The reactants are CC(=O)C=1SC(=CC1)CC(C)N=[N+]=[N-] (5-[(RS)-2-azidopropyl]-2-thienyl methyl ketone), BrBr (bromine), [OH-].[Na+] (sodium hydroxide). Product: N(=[N+]=[N-])C(CC1=CC=C(S1)C(=O)O)C (5-[(RS)-2-azidopropyl]-2-thiophenecarboxylic acid). Reaction SMILES: C[C:2]([C:4]1[S:5][C:6]([CH2:9][CH:10]([N:12]=[N+:13]=[N-:14])[CH3:11])=[CH:7][CH:8]=1)=[O:3].BrBr.[OH-:17].[Na+]>>[N:12]([CH:10]([CH3:11])[CH2:9][C:6]1[S:5][C:4]([C:2]([OH:3])=[O:17])=[CH:8][CH:7]=1)=[N+:13]=[N-:14] |f:2.3|. Reported procedure: For the preparation of the amine starting material of Example 10f, α-methyl-2-thiophenethanol, acetyl chloride and aluminum chloride were reacted in methylene chloride to give (RS)-2-(5-acetyl-2-thienyl)-1-methylethyl acetate. The resulting acetate was saponified with sodium hydroxide in methanol to give 5-[(RS)-2-hydroxypropyl]-2-thienyl methyl ketone which was subsequently reacted with p-toluenesulfonyl chloride to give (RS)-2-(5-acetyl-2-thienyl)-1-methylethyl-p-toluenesulfonate, m.p. 101°-10... Starting materials: CC(C)(C)OC(=O)N=C(NC(=O)OC(C)(C)C)NC(=O)OC(C)(C)C, C1CCOC1, CN1CCC(CCCO)CC1, CCOC(=O)N=NC(=O)OCC. Reaction SMILES: [C:12](=[O:13])([O:14][C:15]([CH3:16])([CH3:17])[CH3:18])[NH:19][C:20](=[N:21][C:22](=[O:23])[O:24][C:25]([CH3:26])([CH3:27])[CH3:28])[NH:29][C:30](=[O:31])[O:32][C:33]([CH3:34])([CH3:35])[CH3:36].[CH2:49]1[O:50][CH2:51][CH2:52][CH2:53]1.[CH3:1][N:2]1[CH2:3][CH2:4][CH:5]([CH2:8][CH2:9][CH2:10][OH:11])[CH2:6][CH2:7]1.[O:37]=[C:38]([O:39][CH2:40][CH3:41])[N:42]=[N:43][C:44]([O:45][CH2:46][CH3:47])=[O:48]>>[CH3:1][N:2]1[CH2:3][CH2:4][CH:5]([CH2:8][CH2:9][CH2:10][N:21]([C:20](=[N:19][C:12](=[O:13])[O:14][C:15]([CH3:16])([CH3:17])[CH3:18])[NH:29][C:30](=[O:31])[O:32][C:33]([CH3:34])([CH3:35])[CH3:36])[C:22](=[O:23])[O:24][C:25]([CH3:26])([CH3:27])[CH3:28])[CH2:6][CH2:7]1. Product: CN1CCC(CCCN(C(=O)OC(C)(C)C)C(=NC(=O)OC(C)(C)C)NC(=O)OC(C)(C)C)CC1. Starting materials: CC(C)(C)C(=O)SCC(=Cc1ccccc1)C(=O)O, NCCC(=O)OCc1ccccc1. The product is CC(C)(C)C(=O)SCC(=Cc1ccccc1)C(=O)NCCC(=O)OCc1ccccc1. Reaction SMILES: [C:1]([C:2]([CH3:3])([CH3:4])[CH3:5])(=[O:6])[S:7][CH2:8][C:9]([C:10](=[O:11])[OH:12])=[CH:13][c:14]1[cH:15][cH:16][cH:17][cH:18][cH:19]1.[NH2:20][CH2:21][CH2:22][C:23](=[O:24])[O:25][CH2:26][c:27]1[cH:28][cH:29][cH:30][cH:31][cH:32]1>>[C:1]([C:2]([CH3:3])([CH3:4])[CH3:5])(=[O:6])[S:7][CH2:8][C:9]([C:10](=[O:12])[NH:20][CH2:21][CH2:22][C:23](=[O:24])[O:25][CH2:26][c:27]1[cH:28][cH:29][cH:30][cH:31][cH:32]1)=[CH:13][c:14]1[cH:15][cH:16][cH:17][cH:18][cH:19]1. Starting materials: COC=C1C(=O)NC(=O)c2ccccc21, Nc1ccc(CN2CCOCC2)cc1. Yields the product O=C1NC(=O)c2ccccc2C1=CNc1ccc(CN2CCOCC2)cc1. RXN SMILES: [CH3:1][O:2][CH:3]=[C:4]1[C:5](=[O:15])[NH:6][C:7](=[O:14])[c:8]2[cH:9][cH:10][cH:11][cH:12][c:13]21.[O:16]1[CH2:17][CH2:18][N:19]([CH2:22][c:23]2[cH:24][cH:25][c:26]([NH2:29])[cH:27][cH:28]2)[CH2:20][CH2:21]1>>[CH:3](=[C:4]1[C:5](=[O:15])[NH:6][C:7](=[O:14])[c:8]2[cH:9][cH:10][cH:11][cH:12][c:13]21)[NH:29][c:26]1[cH:25][cH:24][c:23]([CH2:22][N:19]2[CH2:18][CH2:17][O:16][CH2:21][CH2:20]2)[cH:28][cH:27]1. Starting materials: [H-].[Na+] (NaH), BrCCCC (1-bromobutane), COC(\C=C\C=1C=CC2=C(C(NC3(CCN(CC3)C(=O)OC(C)(C)C)O2)=O)C1)=O ((E)-3-{1′-Tert-butoxycarbonyl-3,4-dihydro-4-oxo-spiro[2H-(1,3)-benzoxazine-2,4′-piperidin]-6-yl}-acrylic acid methyl ester), COC(\C=C\C=1C=CC2=C(C(NC3(CCN(CC3)C(=O)OC(C)(C)C)O2)=O)C1)=O ((E)-3-{1′-Tert-butoxycarbonyl-3,4-dihydro-4-oxo-spiro[2H-(1,3)-benzoxazine-2,4′-piperidin]-6-yl}-acrylic acid methyl ester). Run in CN(C)C=O (DMF), CN(C)C=O (DMF). Reaction conditions: temperature 4 celsius, time 10 minute. The product is COC(\C=C\C=1C=CC2=C(C(N(C3(CCN(CC3)C(=O)OC(C)(C)C)O2)CCCC)=O)C1)=O ((E)-3-{1′-tert-butoxycarbonyl-3,4-dihydro-3-butyl-4-oxo-spiro[2H-(1,3)-benzoxazine-2,4′-piperidin]-6-yl}-acrylic acid methyl ester). The yield is 39.6%. RXN SMILES: [CH3:1][O:2][C:3](=[O:29])/[CH:4]=[CH:5]/[C:6]1[CH:7]=[CH:8][C:9]2[O:26][C:13]3([CH2:18][CH2:17][N:16]([C:19]([O:21][C:22]([CH3:25])([CH3:24])[CH3:23])=[O:20])[CH2:15][CH2:14]3)[NH:12][C:11](=[O:27])[C:10]=2[CH:28]=1.[H-].[Na+].Br[CH2:33][CH2:34][CH2:35][CH3:36]>CN(C=O)C>[CH3:1][O:2][C:3](=[O:29])/[CH:4]=[CH:5]/[C:6]1[CH:7]=[CH:8][C:9]2[O:26][C:13]3([CH2:18][CH2:17][N:16]([C:19]([O:21][C:22]([CH3:24])([CH3:25])[CH3:23])=[O:20])[CH2:15][CH2:14]3)[N:12]([CH2:33][CH2:34][CH2:35][CH3:36])[C:11](=[O:27])[C:10]=2[CH:28]=1 |f:1.2|. Procedure details: (E)-3-{1′-Tert-butoxycarbonyl-3,4-dihydro-4-oxo-spiro[2H-(1,3)-benzoxazine-2,4′-piperidin]-6-yl}-acrylic acid methyl ester (Intermediate 5 STEP B, 500 mg, 1.24 mmol) was dissolved in dry DMF (4.5 ml) and added dropwise to a stirred suspension of NaH (60% oil dispersion, 59.6 mg, 1.49 mmol) in dry DMF (4.5 ml) cooled at 4° C. The mixture was stirred for 10 min at 0° C. and then 1-bromobutane (0.205 ml, 1.86 mmol) was added dropwise. The resulting yellow solution was stirred overnight at RT and th...